Dataset: the Open Reaction Database (ORD), a public repository of structured organic reaction records. Task: describe an organic reaction: reactants, conditions, products, and yield As a reaction SMILES: [CH3:1][O:2][C:3]1[CH:47]=[CH:46][CH:45]=[CH:44][C:4]=1[CH2:5][O:6][CH2:7][CH2:8][CH2:9][O:10][C:11]1[CH:16]=[CH:15][C:14]([CH:17]2[CH2:22][CH2:21][N:20]([C:23]([O:25][C:26]([CH3:29])([CH3:28])[CH3:27])=[O:24])[CH2:19][CH:18]2[O:30][CH2:31][CH2:32][O:33]S(C2C=CC(C)=CC=2)(=O)=O)=[CH:13][CH:12]=1.O[C:49]1[CH:54]=[C:53]([CH3:55])[CH:52]=[CH:51][C:50]=1[CH2:56][CH2:57][NH:58][C:59](=[O:61])[CH3:60]>>[C:59]([NH:58][CH2:57][CH2:56][C:50]1[CH:49]=[CH:54][C:53]([CH3:55])=[CH:52][C:51]=1[O:33][CH2:32][CH2:31][O:30][CH:18]1[CH:17]([C:14]2[CH:15]=[CH:16][C:11]([O:10][CH2:9][CH2:8][CH2:7][O:6][CH2:5][C:4]3[CH:44]=[CH:45][CH:46]=[CH:47][C:3]=3[O:2][CH3:1])=[CH:12][CH:13]=2)[CH2:22][CH2:21][N:20]([C:23]([O:25][C:26]([CH3:27])([CH3:29])[CH3:28])=[O:24])[CH2:19]1)(=[O:61])[CH3:60]. Procedure details: Analogously to Method G, 0.45 g of tert-butyl 4-{4-[3-(2-methoxybenzyloxy)propoxy]phenyl}-3-[2-(toluene-4-sulphonyloxy)ethoxy]piperidine-1-carboxylate (Example 14b) and 0.26 g of N-[2-(2-hydroxy-4-methylphenyl)ethyl]acetamide are reacted. The title compound is obtained as a yellow oil. Rf=0.55 (EtOAc); Rt=5.73. The reactants are COC1=C(COCCCOC2=CC=C(C=C2)C2C(CN(CC2)C(=O)OC(C)(C)C)OCCOS(=O)(=O)C2=CC=C(C=C2)C)C=CC=C1 (tert-butyl 4-{4-[3-(2-methoxybenzyloxy)propoxy]phenyl}-3-[2-(toluene-4-sulphonyloxy)ethoxy]piperidine-1-carboxylate), OC1=C(C=CC(=C1)C)CCNC(C)=O (N-[2-(2-hydroxy-4-methylphenyl)ethyl]acetamide). Yields the product C(C)(=O)NCCC1=C(OCCOC2CN(CCC2C2=CC=C(C=C2)OCCCOCC2=C(C=CC=C2)OC)C(=O)OC(C)(C)C)C=C(C=C1)C (tert-Butyl 3-{2-[2-(2-acetylaminoethyl)-5-methylphenoxy]ethoxy}-4-{4-[3-(2-methoxybenzyloxy)propoxy]phenyl}piperidine-1-carboxylate). Starting materials: CN(C)C=O, Cc1cc(Cl)c2ccc(CO)cc2n1, N#Cc1ccc(F)cc1, [H-], [Na+]. The product is Cc1cc(Cl)c2ccc(COc3ccc(C#N)cc3)cc2n1. Reaction SMILES: [CH3:26][N:27]([CH3:28])[CH:29]=[O:30].[Cl:3][c:4]1[cH:5][c:6]([CH3:16])[n:7][c:8]2[cH:9][c:10]([CH2:14][OH:15])[cH:11][cH:12][c:13]12.[F:17][c:18]1[cH:19][cH:20][c:21]([C:22]#[N:23])[cH:24][cH:25]1.[H-:1].[Na+:2]>>[Cl:3][c:4]1[cH:5][c:6]([CH3:16])[n:7][c:8]2[cH:9][c:10]([CH2:14][O:15][c:18]3[cH:19][cH:20][c:21]([C:22]#[N:23])[cH:24][cH:25]3)[cH:11][cH:12][c:13]12. Starting materials: C(C=C)OC(=O)N1[C@H](C[C@@H](C1)SC(C1=CC=CC=C1)(C1=CC=CC=C1)C1=CC=CC=C1)CC(SC)=N ((2R,4S)-1-allyloxycarbonyl-2-(2-imino-2-methylthioethyl)-4-(triphenylmethylthio)pyrrolidine), [Cl-].[NH4+] (ammonium chloride). Run in CO (methanol). Reaction conditions: temperature 50 celsius, time 2 hour. Yields the product Cl.C(C=C)OC(=O)N1[C@@H](C[C@@H](C1)SC(C1=CC=CC=C1)(C1=CC=CC=C1)C1=CC=CC=C1)CC(N)=N ((2R,4S)-1-allyloxycarbonyl-2-amidinomethyl-4-(triphenylmethylthio)pyrrolidine hydrochloride). Yield: 69.0%. RXN SMILES: [CH2:1]([O:4][C:5]([N:7]1[CH2:11][C@@H:10]([S:12][C:13]([C:26]2[CH:31]=[CH:30][CH:29]=[CH:28][CH:27]=2)([C:20]2[CH:25]=[CH:24][CH:23]=[CH:22][CH:21]=2)[C:14]2[CH:19]=[CH:18][CH:17]=[CH:16][CH:15]=2)[CH2:9][C@@H:8]1[CH2:32][C:33](=[NH:36])SC)=[O:6])[CH:2]=[CH2:3].[Cl-:37].[NH4+:38]>CO>[ClH:37].[CH2:1]([O:4][C:5]([N:7]1[CH2:11][C@@H:10]([S:12][C:13]([C:14]2[CH:15]=[CH:16][CH:17]=[CH:18][CH:19]=2)([C:26]2[CH:27]=[CH:28][CH:29]=[CH:30][CH:31]=2)[C:20]2[CH:25]=[CH:24][CH:23]=[CH:22][CH:21]=2)[CH2:9][C@H:8]1[CH2:32][C:33](=[NH:36])[NH2:38])=[O:6])[CH:2]=[CH2:3] |f:1.2,4.5|. Reported procedure: To a solution of (2R,4S)-1-allyloxycarbonyl-2-(2-imino-2-methylthioethyl)-4-(triphenylmethylthio)pyrrolidine (1.95 g) in methanol (39 ml) was added ammonium chloride (222 mg). After stirring at 50° C. for 2 hours, the solution was evaporated under reduced pressure. The residue was triturated with diisopropyl ether to give (2R,4S)-1-allyloxycarbonyl-2-amidinomethyl-4-(triphenylmethylthio)pyrrolidine hydrochloride (1.36 g). Reactants: ice water, C(C)(=O)Cl (Acetyl chloride), OC1=C2C(=C3NC4=CC=CC=C4SC3=C1)C=CC=C2 (5-hydroxy-12H-benzo[a]phenothiazine), C(C)OCC (Diethyl ether). The solvent is CN(C)C=O (DMF). Reaction conditions: time 30 minute. The product is C(C)(=O)N1C2=CC=CC=C2SC2=CC(=C3C(=C12)C=CC=C3)O (12-acetyl-5-hydroxy-12H-benzo[a]phenothiazine). As a reaction SMILES: [C:1](Cl)(=[O:3])[CH3:2].[OH:5][C:6]1[CH:19]=[C:18]2[C:9]([NH:10][C:11]3[C:16]([S:17]2)=[CH:15][CH:14]=[CH:13][CH:12]=3)=[C:8]2[CH:20]=[CH:21][CH:22]=[CH:23][C:7]=12.C(OCC)C>CN(C=O)C>[C:1]([N:10]1[C:9]2[C:18](=[CH:19][C:6]([OH:5])=[C:7]3[CH:23]=[CH:22][CH:21]=[CH:20][C:8]3=2)[S:17][C:16]2[C:11]1=[CH:12][CH:13]=[CH:14][CH:15]=2)(=[O:3])[CH3:2]. Procedure details: Acetyl chloride (2 ml) was added to a solution of 5-hydroxy-12H-benzo[a]phenothiazine (1) (2.65 gm) in DMF (10 ml) and stirred for 30 minutes. Diethyl ether (100 ml) was added to the reaction mixture followed by ice-water (50 ml). The aqueous layer was decanted and the organic layer containing a solid was evaporated to dryness. The resulting residue was treated with acetone and filtered to afford the title compound. The reactants are CCCN(CCC)CCCCN(Cc1ccc(CNCc2ncc[nH]2)cc1)C(=O)OC(C)(C)C, [BH3-]C#N, CC(=O)O, Cn1ccnc1C=O, CO, [Na+]. The product is CCCN(CCC)CCCCN(Cc1ccc(CN(Cc2ncc[nH]2)Cc2nccn2C)cc1)C(=O)OC(C)(C)C. As a reaction SMILES: [C:1]([CH3:2])([CH3:3])([CH3:4])[O:5][C:6]([N:7]([CH2:8][c:9]1[cH:10][cH:11][c:12]([CH2:15][NH:16][CH2:17][c:18]2[nH:19][cH:20][cH:21][n:22]2)[cH:13][cH:14]1)[CH2:23][CH2:24][CH2:25][CH2:26][N:27]([CH2:28][CH2:29][CH3:30])[CH2:31][CH2:32][CH3:33])=[O:34].[C:35]([BH3-:36])#[N:37].[CH3:39][C:40](=[O:41])[OH:42].[CH3:43][n:44]1[c:45]([CH:49]=[O:50])[n:46][cH:47][cH:48]1.[CH3:51][OH:52].[Na+:38]>>[C:1]([CH3:2])([CH3:3])([CH3:4])[O:5][C:6]([N:7]([CH2:8][c:9]1[cH:10][cH:11][c:12]([CH2:15][N:16]([CH2:17][c:18]2[nH:19][cH:20][cH:21][n:22]2)[CH2:49][c:45]2[n:44]([CH3:43])[cH:48][cH:47][n:46]2)[cH:13][cH:14]1)[CH2:23][CH2:24][CH2:25][CH2:26][N:27]([CH2:28][CH2:29][CH3:30])[CH2:31][CH2:32][CH3:33])=[O:34]. Starting materials: BrC=1C=C(C=CC1)N1N=C(C=C1C1=CC(=C(C=C1)F)Cl)C(=O)OCC (Ethyl 1-(3-bromophenyl)-5-(3-chloro-4-fluorophenyl)-1H-pyrazole-3-carboxylate), ClC=1C=C(C=CC1F)N1N=C(C=C1C1=CC(=CC(=C1)F)Cl)C(=O)O (1-(3-Chloro-4-fluorophenyl)-5-(3-chloro-5-fluorophenyl)-1H-pyrazole-3-carboxylic acid). Yields the product BrC=1C=C(C=CC1)N1N=C(C=C1C1=CC(=CC=C1)Cl)C(=O)O (1-(3-Bromophenyl)-5-(3-chlorophenyl)-1H-pyrazole-3-carboxylic acid). RXN SMILES: [Br:1][C:2]1[CH:3]=[C:4]([N:8]2[C:12]([C:13]3[CH:18]=[CH:17][C:16](F)=[C:15]([Cl:20])[CH:14]=3)=[CH:11][C:10]([C:21]([O:23]CC)=[O:22])=[N:9]2)[CH:5]=[CH:6][CH:7]=1.ClC1C=C(N2C(C3C=C(F)C=C(Cl)C=3)=CC(C(O)=O)=N2)C=CC=1F>>[Br:1][C:2]1[CH:3]=[C:4]([N:8]2[C:12]([C:13]3[CH:18]=[CH:17][CH:16]=[C:15]([Cl:20])[CH:14]=3)=[CH:11][C:10]([C:21]([OH:23])=[O:22])=[N:9]2)[CH:5]=[CH:6][CH:7]=1. Procedure: The preparation of the title compound takes place starting from the compound of Example 51A in analogy to the synthesis of the compound of Example 71A. 1.74 g of the title compound are obtained.